From a dataset of the Open Reaction Database (ORD), a public repository of structured organic reaction records. describe an organic reaction: reactants, conditions, products, and yield The reactants are FC(C=1C=C(CN(C2C3=C(N(CCC2)C(=O)OC(C)C)C=C(C=C3)Cl)C3=NN=NN3)C=C(C1)C(F)(F)F)(F)F ((+/−)-isopropyl 5-[(3,5-bistrifluoromethyl-benzyl)-(1H-tetrazol-5-yl)-amino]-8-chloro-2,3,4,5-tetrahydrobenzo[b]azepine-1-carboxylate), C(C)(C)OC(=O)N1CCCC(C2=CC=3CCCC3C=C21)NCC2=CC(=CC(=C2)C(F)(F)F)C(F)(F)F ((+/−)-isopropyl-9-(3,5-bis-trifluoromethyl-benzylamino)-2,3,6,7,8,9-hexahydro-1H-5-aza-cyclohepta[f]indene-5-carboxylate). The product is C(C)(C)OC(=O)N1CCCC(C2=CC=3CCCC3C=C21)N(C=2N=NNN2)CC2=CC(=CC(=C2)C(F)(F)F)C(F)(F)F ((+/−)-9-[(3,5-Bis-trifluoromethyl-benzyl)-(2H-tetrazol-5-yl)-amino]-2,3,6,7,8,9-hexahydro-1H-5-aza-cyclohepta[f]indene-5-carboxylic acid isopropyl Ester). RXN SMILES: [F:1][C:2]([F:39])([F:38])[C:3]1[CH:4]=[C:5]([CH:31]=[C:32]([C:34]([F:37])([F:36])[F:35])[CH:33]=1)[CH2:6][N:7]([C:26]1[NH:30][N:29]=[N:28][N:27]=1)[CH:8]1[CH2:14][CH2:13][CH2:12][N:11]([C:15]([O:17][CH:18]([CH3:20])[CH3:19])=[O:16])[C:10]2[CH:21]=[C:22](Cl)[CH:23]=[CH:24][C:9]1=2.[CH:40](OC(N1C2C(=CC3CCCC=3C=2)C(NCC2C=C(C(F)(F)F)C=C(C(F)(F)F)C=2)CCC1)=O)([CH3:42])[CH3:41]>>[CH:18]([O:17][C:15]([N:11]1[C:10]2[C:9](=[CH:24][C:23]3[CH2:41][CH2:40][CH2:42][C:22]=3[CH:21]=2)[CH:8]([N:7]([CH2:6][C:5]2[CH:4]=[C:3]([C:2]([F:1])([F:39])[F:38])[CH:33]=[C:32]([C:34]([F:36])([F:37])[F:35])[CH:31]=2)[C:26]2[N:30]=[N:29][NH:28][N:27]=2)[CH2:14][CH2:13][CH2:12]1)=[O:16])([CH3:20])[CH3:19]. Reported procedure: The titled compound was prepared in a manner analogous to the procedure for the preparation of (+/−)-isopropyl 5-[(3,5-bistrifluoromethyl-benzyl)-(1H-tetrazol-5-yl)-amino]-8-chloro-2,3,4,5-tetrahydrobenzo[b]azepine-1-carboxylate (Example 46, from Step 2 to Step 3) by replacing isopropyl 5-(3,5-bistrifluoromethyl-benzylamino)-8-chloro-2,3,4,5-tetrahydrobenzo[b]azepine-1-carboxylate with (+/−)-isopropyl-9-(3,5-bis-trifluoromethyl-benzylamino)-2,3,6,7,8,9-hexahydro-1H-5-aza-cyclohepta[f]indene-5-ca... The reactants are C(C(=O)Cl)(=O)Cl (oxalyl chloride), FC1=C(C(=O)N)C(=CC=C1)F (2,6-difluorobenzamide), Cl (hydrogen chloride), [C]=O (carbon monoxide). Run in C1(=CC=CC=C1)C (toluene). Product: FC1=C(C(=O)N=C=O)C(=CC=C1)F (2,6-Difluorobenzoyl isocyanate). As a reaction SMILES: C(Cl)(=O)[C:2](Cl)=[O:3].[F:7][C:8]1[CH:16]=[CH:15][CH:14]=[C:13]([F:17])[C:9]=1[C:10]([NH2:12])=[O:11].Cl.[C]=O>C1(C)C=CC=CC=1>[F:7][C:8]1[CH:16]=[CH:15][CH:14]=[C:13]([F:17])[C:9]=1[C:10]([N:12]=[C:2]=[O:3])=[O:11] |^3:18|. Procedure details: Twenty-eight grams (0.22 mol) of oxalyl chloride were added dropwise to a solution of 31.4 gm (0.20 mol) of 2,6-difluorobenzamide in 250 ml of toluene. The solution thus obtained was boiled under reflux for five hours, during which time hydrogen chloride and carbon monoxide were liberated. The solvent was then distilled off, in vacuo at the end. The product which remained was distilled in an oil pump vacuum. The reactants are ClC1=C(C(=NC2=CC(=CC(=C12)F)F)C1=C(C=CC(=C1)OC(F)(F)F)S(=O)(=O)C)C (4-chloro-5,7-difluoro-3-methyl-2-(2-(methylsulfonyl)-5-(trifluoromethoxy)phenyl)quinoline), O1CCN(CC1)C=1C=C(C=NC1)N (5-morpholinopyridin-3-amine). Solvent: C1(=CC=CC=C1)C (toluene). Yields the product FC1=C2C(=C(C(=NC2=CC(=C1)F)C1=C(C=CC(=C1)OC(F)(F)F)S(=O)(=O)C)C)NC=1C=NC=C(C1)N1CCOCC1 (5,7-difluoro-3-methyl-2-(2-(methylsulfonyl)-5-(trifluoromethoxy)phenyl)-N-(5-morpholinopyridin-3-yl)quinolin-4-amine). As a reaction SMILES: Cl[C:2]1[C:11]2[C:6](=[CH:7][C:8]([F:13])=[CH:9][C:10]=2[F:12])[N:5]=[C:4]([C:14]2[CH:19]=[C:18]([O:20][C:21]([F:24])([F:23])[F:22])[CH:17]=[CH:16][C:15]=2[S:25]([CH3:28])(=[O:27])=[O:26])[C:3]=1[CH3:29].[O:30]1[CH2:35][CH2:34][N:33]([C:36]2[CH:37]=[C:38]([NH2:42])[CH:39]=[N:40][CH:41]=2)[CH2:32][CH2:31]1>C1(C)C=CC=CC=1>[F:12][C:10]1[CH:9]=[C:8]([F:13])[CH:7]=[C:6]2[C:11]=1[C:2]([NH:42][C:38]1[CH:39]=[N:40][CH:41]=[C:36]([N:33]3[CH2:34][CH2:35][O:30][CH2:31][CH2:32]3)[CH:37]=1)=[C:3]([CH3:29])[C:4]([C:14]1[CH:19]=[C:18]([O:20][C:21]([F:22])([F:23])[F:24])[CH:17]=[CH:16][C:15]=1[S:25]([CH3:28])(=[O:27])=[O:26])=[N:5]2. Procedure details: Essentially prepared according to Procedure H using 4-chloro-5,7-difluoro-3-methyl-2-(2-(methylsulfonyl)-5-(trifluoromethoxy)phenyl)quinoline (50.0 mg, 0.11 mmol) and 5-morpholinopyridin-3-amine in toluene to give 5,7-difluoro-3-methyl-2-(2-(methylsulfonyl)-5-(trifluoromethoxy)phenyl)-N-(5-morpholinopyridin-3-yl)quinolin-4-amine. 1H NMR (CDCl3) δ ppm 8.25 (1H, d, J=8.8 Hz), 7.91 (1H, d, J=2.3 Hz), 7.87 (1H, d, J=2.3 Hz), 7.44-7.54 (2H, m), 7.25 (1H, d, J=1.6 Hz), 7.20 (1H, d, J=14.5 Hz), 7.10 (1... Reactants: Cc1cc(S(=O)(=O)c2ccc([N+](=O)[O-])cc2)cc(Br)n1, CCOC(C)=O, CO, [Cl-], [Fe], [NH4+], O. Product: Cc1cc(S(=O)(=O)c2ccc(N)cc2)cc(Br)n1. Reaction SMILES: [Br:1][c:2]1[n:3][c:4]([CH3:20])[cH:5][c:6]([S:8](=[O:9])(=[O:10])[c:11]2[cH:12][cH:13][c:14]([N+:17]([O-:18])=[O:19])[cH:15][cH:16]2)[cH:7]1.[CH3:23][CH2:24][O:25][C:26](=[O:27])[CH3:28].[CH3:29][OH:30].[Cl-:21].[Fe:32].[NH4+:22].[OH2:31]>>[Br:1][c:2]1[n:3][c:4]([CH3:20])[cH:5][c:6]([S:8](=[O:9])(=[O:10])[c:11]2[cH:12][cH:13][c:14]([NH2:17])[cH:15][cH:16]2)[cH:7]1. The reactants are [Se](=O)=O (selenium dioxide), ClC1=C(C=CC(=C1)Cl)C1=CC=CC(=N1)C (6-(2,4-dichlorophenyl)-2-methylpyridine), [Se](=O)=O (selenium dioxide). Solvent: O1CCOCC1 (1,4-dioxane). The product is ClC1=C(C=CC(=C1)Cl)C1=CC=CC(=N1)C=O (6-(2,4-dichlorophenyl)-2-pyridinecarboxaldehyde). Reaction SMILES: [Cl:1][C:2]1[CH:7]=[C:6]([Cl:8])[CH:5]=[CH:4][C:3]=1[C:9]1[N:14]=[C:13]([CH3:15])[CH:12]=[CH:11][CH:10]=1.[Se](=O)=[O:17]>O1CCOCC1>[Cl:1][C:2]1[CH:7]=[C:6]([Cl:8])[CH:5]=[CH:4][C:3]=1[C:9]1[N:14]=[C:13]([CH:15]=[O:17])[CH:12]=[CH:11][CH:10]=1. Procedure: 1.5 g of 6-(2,4-dichlorophenyl)-2-methylpyridine was dissolved in 200 ml of 1,4-dioxane and treated with 1.05 g of selenium dioxide (Aldrich, Gold Label). The mixture was refluxed for 72 hours. An additional 1.2 g of selenium dioxide was added and the mixture was heated a further 48 hours. The solids were removed by filtration and the dioxane was evaporated to afford crude 6-(2,4-dichlorophenyl)-2-pyridinecarboxaldehyde which was chromatographed on silica-gel to afford 1.5 g of 6-(2,4-dichloroph... Conditions: temperature 0 celsius, time 3 hour. Procedure: To a mixture of (2S,6R,7R,8S)-methyl 2-((tert-butoxycarbonyl)amino)-7-isobutoxy-8-((4-methoxybenzyl)oxy)-6-(2-(methylthio)ethyl)nonanoate (536 mg, 0.941 mmol) and 0.85 mL H2O in CH2Cl2 (9.4 mL) at 0° C. (icewater bath) was added DDQ (214 mg, 0.941 mmol). The resulting dark mixture was stirred at 0° C. for 3 h, then another portion of DDQ (41 mg, 0.180 mmol) were added and the reaction was stirred for 1 h. The reaction was quenched with sodium hydroxide (NaOH; 1.3 ml of 1M aqueous, 1.3 mmol) and ... The reactants are C(#N)C1=C(C(=O)C(=C(C1=O)Cl)Cl)C#N (DDQ), [OH-].[Na+] (sodium hydroxide), C(C)(C)(C)OC(=O)N[C@H](C(=O)OC)CCC[C@@H]([C@H]([C@H](C)OCC1=CC=C(C=C1)OC)OCC(C)C)CCSC ((2S,6R,7R,8S)-methyl 2-((tert-butoxycarbonyl)amino)-7-isobutoxy-8-((4-methoxybenzyl)oxy)-6-(2-(methylthio)ethyl)nonanoate), C(#N)C1=C(C(=O)C(=C(C1=O)Cl)Cl)C#N (DDQ). Solvent: O (H2O), C(Cl)Cl (CH2Cl2), O (H2O). The product is C(C)(C)(C)OC(=O)N[C@H](C(=O)OC)CCC[C@@H]([C@H]([C@H](C)O)OCC(C)C)CCSC ((2S,6R,7R,8S)-methyl 2-((tert-butoxycarbonyl)-amino)-8-hydroxy-7-isobutoxy-6-(2-(methylthio)ethyl)nonanoate), oil. Reaction SMILES: [C:1]([O:5][C:6]([NH:8][C@@H:9]([CH2:14][CH2:15][CH2:16][C@H:17]([CH2:36][CH2:37][S:38][CH3:39])[C@@H:18]([O:31][CH2:32][CH:33]([CH3:35])[CH3:34])[C@@H:19]([O:21]CC1C=CC(OC)=CC=1)[CH3:20])[C:10]([O:12][CH3:13])=[O:11])=[O:7])([CH3:4])([CH3:3])[CH3:2].C(C1C(=O)C(Cl)=C(Cl)C(=O)C=1C#N)#N.[OH-].[Na+]>C(Cl)Cl.O>[C:1]([O:5][C:6]([NH:8][C@@H:9]([CH2:14][CH2:15][CH2:16][C@H:17]([CH2:36][CH2:37][S:38][CH3:39])[C@@H:18]([O:31][CH2:32][CH:33]([CH3:34])[CH3:35])[C@@H:19]([OH:21])[CH3:20])[C:10]([O:12][CH3:13])=[O:11])=[O:7])([CH3:2])([CH3:4])[CH3:3] |f:2.3|. Isolated yield 83.0%. Starting materials: Grignard reagent, C(C1=CC=CC=C1)OC1=NC(=CC(=C1C=O)C)C (2-benzyloxy-3-formyl-4,6-dimethylpyridine), II (iodine), BrC1=CC=C(C=C1)OC (4-bromoanisole), [Mg] (magnesium), [Cl-].[NH4+] (ammonium chloride). The solvent is O1CCCC1 (tetrahydrofuran), O1CCCC1 (tetrahydrofuran). Conditions: time 80 minute. The product is Grignard reagent, C(C1=CC=CC=C1)OC1=NC(=CC(=C1C(O)C1=CC=C(C=C1)OC)C)C (2-benzyloxy-4,6-dimethylpyridin-3-yl 4-methoxyphenyl methanol). As a reaction SMILES: Br[C:2]1[CH:7]=[CH:6][C:5]([O:8][CH3:9])=[CH:4][CH:3]=1.[Mg].II.[CH2:13]([O:20][C:21]1[C:26]([CH:27]=[O:28])=[C:25]([CH3:29])[CH:24]=[C:23]([CH3:30])[N:22]=1)[C:14]1[CH:19]=[CH:18][CH:17]=[CH:16][CH:15]=1.[Cl-].[NH4+]>O1CCCC1>[CH2:13]([O:20][C:21]1[C:26]([CH:27]([C:2]2[CH:7]=[CH:6][C:5]([O:8][CH3:9])=[CH:4][CH:3]=2)[OH:28])=[C:25]([CH3:29])[CH:24]=[C:23]([CH3:30])[N:22]=1)[C:14]1[CH:15]=[CH:16][CH:17]=[CH:18][CH:19]=1 |f:4.5|. Procedure: A Grignard reagent (0.5 mol/L solution in tetrahydrofuran) was prepared in the usual way from 4-bromoanisole, magnesium, a catalytic amount of iodine and tetrahydrofuran. The obtained Grignard reagent (0.41 mL) was added to a solution of 2-benzyloxy-3-formyl-4,6-dimethylpyridine (0.019 g) in tetrahydrofuran (0.8 mL), and the mixture was stirred for 80 minutes at room temperature. To the reaction mixture was added saturated aqueous ammonium chloride solution, and the mixture was extracted with di... Procedure: In a 300 ml autoclave were placed 20 g of 2,6,10,15,19,23-hexamethyltetracosane-10,15-diol, 40 ml of n-heptane, 0.4 ml of acetic acid and 0.4 g of 5 % palladium on active carbon and the mixture was hydrogenated at 200° C under a hydrogen pressure of 100 kg/cm2 for 15 hours to give squalane quantitatively. Reagents/catalysts: [Pd] (palladium). As a reaction SMILES: [CH3:1][CH:2]([CH2:4][CH2:5][CH2:6][CH:7]([CH3:32])[CH2:8][CH2:9][CH2:10][C:11]([CH3:31])(O)[CH2:12][CH2:13][CH2:14][CH2:15][C:16]([CH3:29])(O)[CH2:17][CH2:18][CH2:19][CH:20]([CH3:27])[CH2:21][CH2:22][CH2:23][CH:24]([CH3:26])[CH3:25])[CH3:3].CCCCCCC>[Pd].C(O)(=O)C>[CH3:26][CH:24]([CH2:23][CH2:22][CH2:21][CH:20]([CH2:19][CH2:18][CH2:17][CH:16]([CH2:15][CH2:14][CH2:13][CH2:12][CH:11]([CH2:10][CH2:9][CH2:8][CH:7]([CH2:6][CH2:5][CH2:4][CH:2]([CH3:3])[CH3:1])[CH3:32])[CH3:31])[CH3:29])[CH3:27])[CH3:25]. The product is CC(C)CCCC(C)CCCC(C)CCCCC(C)CCCC(C)CCCC(C)C (squalane). The reactants are CC(C)CCCC(CCCC(CCCCC(CCCC(CCCC(C)C)C)(O)C)(O)C)C (2,6,10,15,19,23-hexamethyltetracosane-10,15-diol), CCCCCCC (n-heptane). Run in C(C)(=O)O (acetic acid). Product: C[Si](C)(C)CCOCN(COCC[Si](C)(C)C)c1c(Br)c(C2CCC(CC#N)CC2)nc2c(-c3cnc4ccccc4c3)cnn12. The reactants are CCOC(=O)CC1CCC(c2nc3c(-c4cnc5ccccc5c4)cnn3c(N(COCC[Si](C)(C)C)COCC[Si](C)(C)C)c2Br)CC1, C[Si](C)(C)CCOCN(COCC[Si](C)(C)C)c1cc(C2CCC(CC#N)CC2)nc2c(-c3cnc4ccccc4c3)cnn12, CCOC(=O)CC1CCC(c2cc(N(COCC[Si](C)(C)C)COCC[Si](C)(C)C)n3ncc(-c4cnc5ccccc5c4)c3n2)CC1. RXN SMILES: [CH3:1][Si:2]([CH2:3][CH2:4][O:5][CH2:6][N:7]([c:8]1[c:9]([Br:39])[c:10]([CH:27]2[CH2:28][CH2:29][CH:30]([CH2:33][C:34]([O:35][CH2:36][CH3:37])=[O:38])[CH2:31][CH2:32]2)[n:11][c:12]2[n:13]1[n:14][cH:15][c:16]2-[c:17]1[cH:18][n:19][c:20]2[cH:21][cH:22][cH:23][cH:24][c:25]2[cH:26]1)[CH2:40][O:41][CH2:42][CH2:43][Si:44]([CH3:45])([CH3:46])[CH3:47])([CH3:48])[CH3:49].[CH3:50][Si:51]([CH3:52])([CH3:53])[CH2:54][CH2:55][O:57][CH2:58][N:56]([CH2:59][O:60][CH2:61][CH2:62][Si:63]([CH3:64])([CH3:65])[CH3:66])[c:67]1[n:68]2[n:69][cH:70][c:71](-[c:72]3[cH:73][n:74][c:75]4[c:76]([cH:77]3)[cH:78][cH:79][cH:80][cH:81]4)[c:82]2[n:83][c:84]([CH:85]2[CH2:86][CH2:87][CH:88]([CH2:89][C:90]#[N:91])[CH2:92][CH2:93]2)[cH:94]1.[CH3:95][Si:96]([CH3:97])([CH3:98])[CH2:99][CH2:100][O:101][CH2:102][N:103]([CH2:104][O:105][CH2:106][CH2:107][Si:108]([CH3:109])([CH3:110])[CH3:111])[c:112]1[n:113]2[n:114][cH:115][c:116](-[c:117]3[cH:118][n:119][c:120]4[c:121]([cH:122]3)[cH:123][cH:124][cH:125][cH:126]4)[c:127]2[n:128][c:129]([CH:130]2[CH2:131][CH2:132][CH:133]([CH2:134][C:135]([O:136][CH2:137][CH3:138])=[O:139])[CH2:140][CH2:141]2)[cH:142]1>>[CH3:1][Si:2]([CH2:3][CH2:4][O:5][CH2:6][N:7]([c:8]1[c:9]([Br:39])[c:10]([CH:27]2[CH2:28][CH2:29][CH:30]([CH2:33][C:34]#[N:56])[CH2:31][CH2:32]2)[n:11][c:12]2[n:13]1[n:14][cH:15][c:16]2-[c:17]1[cH:18][n:19][c:20]2[cH:21][cH:22][cH:23][cH:24][c:25]2[cH:26]1)[CH2:40][O:41][CH2:42][CH2:43][Si:44]([CH3:45])([CH3:46])[CH3:47])([CH3:48])[CH3:49]. Reactants: BrC1=CC=C(C=C1)S(=O)(=O)NC1CC2=CC=C(C=C2C1)C(=CCCCC(=O)OC)C=1C=NC=CC1 (methyl 6-(2-(4-bromobenzenesulphonylamino)indan-5-yl)-6-(3-pyridyl)hex-5-enoate), 15N sodium hydroxide. The solvent is C(C)O (ethanol). Product: BrC1=CC=C(C=C1)S(=O)(=O)NC1CC2=CC=C(C=C2C1)C(=CCCCC(=O)O)C=1C=NC=CC1 (6-(2-(4-Bromobenzenesulphonylamino)indan-5-yl)-6-(3-pyridyl)hex-5-enoic acid). RXN SMILES: [Br:1][C:2]1[CH:7]=[CH:6][C:5]([S:8]([NH:11][CH:12]2[CH2:20][C:19]3[C:14](=[CH:15][CH:16]=[C:17]([C:21]([C:30]4[CH:31]=[N:32][CH:33]=[CH:34][CH:35]=4)=[CH:22][CH2:23][CH2:24][CH2:25][C:26]([O:28]C)=[O:27])[CH:18]=3)[CH2:13]2)(=[O:10])=[O:9])=[CH:4][CH:3]=1>C(O)C>[Br:1][C:2]1[CH:7]=[CH:6][C:5]([S:8]([NH:11][CH:12]2[CH2:20][C:19]3[C:14](=[CH:15][CH:16]=[C:17]([C:21]([C:30]4[CH:31]=[N:32][CH:33]=[CH:34][CH:35]=4)=[CH:22][CH2:23][CH2:24][CH2:25][C:26]([OH:28])=[O:27])[CH:18]=3)[CH2:13]2)(=[O:10])=[O:9])=[CH:4][CH:3]=1. Reported procedure: 3.7 g of methyl 6-(2-(4-bromobenzenesulphonylamino)indan-5-yl)-6-(3-pyridyl)hex-5-enoate are refluxed for 15 minutes in 30 ml of ethanol and with 1N of 15N sodium hydroxide solution. After cooling the solution is rotary evaporated and the residue is taken up in water and washed with 30 ml of methylene chloride. Then the aqueous phase is adjusted to pH 4 using hydrochloric acid. The precipitate formed is washed and dried.